The task is: describe an organic reaction: reactants, conditions, products, and yield. This data is from the Open Reaction Database (ORD), a public repository of structured organic reaction records. Starting materials: CN1C2=C(C(NC3=C1C=CC=C3)=O)CSC2 (1,3,4,9-tetrahydro-4-methyl-10H-thieno[3,4-b][1,5]benzodiazepin-10-one), N1=CC=CC=C1 (pyridine), ClN1C(CCC1=O)=O (N-chlorosuccinimide). The solvent is O (water). Product: CN1C=2C(C(NC3=C1C=CC=C3)=O)=CSC2 (4,9-Dihydro-4-methyl-10H-thieno[3,4-b][1,5]benzodiazepin-10-one). As a reaction SMILES: [CH3:1][N:2]1[C:8]2[CH:9]=[CH:10][CH:11]=[CH:12][C:7]=2[NH:6][C:5](=[O:13])[C:4]2[CH2:14][S:15][CH2:16][C:3]1=2.N1C=CC=CC=1.ClN1C(=O)CCC1=O>O>[CH3:1][N:2]1[C:8]2[CH:9]=[CH:10][CH:11]=[CH:12][C:7]=2[NH:6][C:5](=[O:13])[C:4]2=[CH:14][S:15][CH:16]=[C:3]12. Procedure details: To a suspension of 3.8 g. of 1,3,4,9-tetrahydro-4-methyl-10H-thieno[3,4-b][1,5]benzodiazepin-10-one in 15 ml. of dry pyridine is added, in portions, a total of 2.18 g. of N-chlorosuccinimide. The resulting solution is heated on a steam bath for 15 minutes, cooled and diluted with water. The solid is collected and recrystallized from methanol, to give a tan solid, m.p. 224°-225° C. (dec.). Reactants: [H][H] (hydrogen), COC1=CC=C(C=C1)C(=C)C1=CC(=CC(=C1)C(=C)C1=CC=C(C=C1)OC)C(=C)C1=CC=C(C=C1)OC (1,3,5-Tris(1-(4-methoxyphenyl)vinyl)benzene), C1CCOC1 (THF). Reagents/catalysts: [Pd] (Pd/C). The solvent is CCO (EtOH). The product is COC1=CC=C(C=C1)C(C)C1=CC(=CC(=C1)C(C)C1=CC=C(C=C1)OC)C(C)C1=CC=C(C=C1)OC (Racemic 1,3,5-Tris(1-(4-methoxyphenyl)ethyl)benzene). RXN SMILES: [CH3:1][O:2][C:3]1[CH:8]=[CH:7][C:6]([C:9]([C:11]2[CH:16]=[C:15]([C:17]([C:19]3[CH:24]=[CH:23][C:22]([O:25][CH3:26])=[CH:21][CH:20]=3)=[CH2:18])[CH:14]=[C:13]([C:27]([C:29]3[CH:34]=[CH:33][C:32]([O:35][CH3:36])=[CH:31][CH:30]=3)=[CH2:28])[CH:12]=2)=[CH2:10])=[CH:5][CH:4]=1.C1COCC1.[H][H]>[Pd].CCO>[CH3:36][O:35][C:32]1[CH:31]=[CH:30][C:29]([CH:27]([C:13]2[CH:14]=[C:15]([CH:17]([C:19]3[CH:24]=[CH:23][C:22]([O:25][CH3:26])=[CH:21][CH:20]=3)[CH3:18])[CH:16]=[C:11]([CH:9]([C:6]3[CH:5]=[CH:4][C:3]([O:2][CH3:1])=[CH:8][CH:7]=3)[CH3:10])[CH:12]=2)[CH3:28])=[CH:34][CH:33]=1. Procedure details: A mixture of 1,3,5-tris(1-(4-methoxyphenyl)vinyl)benzene (4) (19.61 g, 41 mmol), 5% Pd/C (500 mg), THF (50 mL) and EtOH (50 mL) was hydrogenated (50 torr) on a Parr® apparatus for 5 h. After this time the uptake of hydrogen ceased. The mixture was filtered through diatomaceous earth to remove the catalyst and rotary evaporated leaving the title compound as a colorless, viscous oil. Yield: 19.6 g (100%). 1H NMR (300 MHz, CDCl3, δ, ppm): 7.06 (d, J=8.7 Hz, 6H), 6.88-6.84 (m, 3H), 6.79 (d, J=8.9 Hz... Starting materials: C=O (Formaldehyde), CC1(CN(C2=CC(=CC=C12)NC(=O)C=1C(=NC=CC1)NC1=CC=C2C=NNC2=C1)CC1CCNCC1)C (N-[3,3-dimethyl-1-(4-piperidylmethyl)indolin-6-yl][2-(1H-indazol-6-ylamino)(3-pyridyl)]carboxamide), [BH3-]C#N.[Na+] (NaCNBH3). Solvent: CCO (EtOH). Reaction conditions: time 8 hour. Yields the product CC1(CN(C2=CC(=CC=C12)NC(C1=C(N=CC=C1)NC1=CC=C2C=NNC2=C1)=O)CC1CCN(CC1)C)C (N-[3,3-Dimethyl-1-(1-methyl-piperidin-4-ylmethyl)-2,3-dihydro-1H-indol-6-yl]-2-(1H-indazol-6-ylamino)-nicotinamide). As a reaction SMILES: [CH3:1][C:2]1([CH3:37])[C:10]2[C:5](=[CH:6][C:7]([NH:11][C:12]([C:14]3[C:15]([NH:20][C:21]4[CH:29]=[C:28]5[C:24]([CH:25]=[N:26][NH:27]5)=[CH:23][CH:22]=4)=[N:16][CH:17]=[CH:18][CH:19]=3)=[O:13])=[CH:8][CH:9]=2)[N:4]([CH2:30][CH:31]2[CH2:36][CH2:35][NH:34][CH2:33][CH2:32]2)[CH2:3]1.C=O.[BH3-][C:41]#N.[Na+]>CCO>[CH3:1][C:2]1([CH3:37])[C:10]2[C:5](=[CH:6][C:7]([NH:11][C:12](=[O:13])[C:14]3[CH:19]=[CH:18][CH:17]=[N:16][C:15]=3[NH:20][C:21]3[CH:29]=[C:28]4[C:24]([CH:25]=[N:26][NH:27]4)=[CH:23][CH:22]=3)=[CH:8][CH:9]=2)[N:4]([CH2:30][CH:31]2[CH2:36][CH2:35][N:34]([CH3:41])[CH2:33][CH2:32]2)[CH2:3]1 |f:2.3|. Procedure: N-[3,3-Dimethyl-1-(4-piperidylmethyl)indolin-6-yl][2-(1H-indazol-6-ylamino)(3-pyridyl)]carboxamide (140 mg, Example 41) was dissolved in 10 mL EtOH. Formaldehyde (10 mL, 37%) was added, followed by 100 mg of NaCNBH3. The mixture was stirred at RT overnight, and concentrated in vacuo. The crude was extracted between saturated NaHCO3 solution and EtOAc, the resulting organic layer was dried over MgSO4, filtered and concentrated in vacuo to afford a yellow solid. This material was further purified ... Reaction SMILES: [CH3:1][O:2][CH:3]([O:9][CH3:10])[CH2:4][CH2:5][N+:6]([O-])=O.[C:11](OC)(=[O:15])/[CH:12]=[CH:13]/[CH3:14]>>[O:9]1[CH2:10][CH2:1][O:2][CH:3]1[CH2:4][C@@H:5]1[NH:6][C:11](=[O:15])[CH2:12][C@H:13]1[CH3:14]. The reactants are COC(CC[N+](=O)[O-])OC (1,1-dimethoxy-3-nitropropane), C(\C=C\C)(=O)OC (methyl crotonate). The product is O1C(OCC1)C[C@H]1[C@@H](CC(N1)=O)C (trans-5-[(1,3-dioxolan-2-yl)methyl]-4-(methyl)pyrrolidin-2-one). Procedure: Example 300 A) cis and trans-5-[(1,3-dioxolan-2-yl)methyl]-4-(methyl)pyrrolidin-2-one was prepared in the manner described (R. Ohrlein, W. Schwab, R. Ehrler, V. Jager, Synthesis 1986, 535-538) starting with 1,1-dimethoxy-3-nitropropane and methyl crotonate. The reactants are ClC1=CC=C(C=C1)P(=O)(Cl)Cl (p-chlorophenylphosphonic acid dichloride), C1(=CC=CC=C1)P(C1=CC=CC=C1)C1=CC=CC=C1 (triphenylphosphane). The product is ClC1=CC=C(C=C1)P(Cl)Cl (p-chlorophenyldichlorophosphane). Isolated yield 85.0%. RXN SMILES: [Cl:1][C:2]1[CH:7]=[CH:6][C:5]([P:8]([Cl:11])([Cl:10])=O)=[CH:4][CH:3]=1.C1(P(C2C=CC=CC=2)C2C=CC=CC=2)C=CC=CC=1>>[Cl:1][C:2]1[CH:7]=[CH:6][C:5]([P:8]([Cl:11])[Cl:10])=[CH:4][CH:3]=1. Procedure: 167 g (0.73 mole) of p-chlorophenylphosphonic acid dichloride and 121 g (0.46 mole) of triphenylphosphane were stirred for 2 hours at 180° C. and for 10 hours at 200° C. under an atmosphere of nitrogen. Distillation was then carried out at 0.04 kPa until a top temperature of 140° C. was reached. This gave 145 g, containing 58.5% of p-chlorophenyldichlorophosphane and 41.5% of p-chlorophenylphosphonic acid dichloride (according to 31P-NMR spectrum). The distillate was fractionated using a 70 cm s... Procedure: The procedure described in Example 1 can be used but substituting Fmoc-Arg(Pbf)-[4-(4-N-ethyl)methyl-3-methoxyphenoxy]butyryl AM resin for Fmoc-Pro Sieber ethylamide resin and omitting the coupling with Fmoc-Arg(Pmc). Upon completion of the synthesis the peptide can be cleaved from the resin using a mixture of (95:2.5:2.5) TFA/anisole/water for 3 hr. The peptide solution can be concentrated in vacuo and then precipitated with diethyl ether. The crude peptide can be purified by HPLC using C-18 co... The product is N([C@@H]([C@@H](C)CC)C(=O)N[C@@H](CCCNC(N)=N)C(=O)NCC)C(=O)C (N-Ac-Ile-Arg-NHCH2CH3), FC(C(=O)[O-])(F)F (trifluoroacetate). The reactants are N([C@@H](CCCNC(NS(=O)(=O)C1=C(C)C=2CCC(C)(C)OC2C(C)=C1C)=N)C(=O)O)C(=O)OCC1C2=CC=CC=C2C2=CC=CC=C12 (Fmoc-Arg(Pmc)), C(C)[NH-] (ethylamide), C(=O)(C(F)(F)F)O.C1(=CC=CC=C1)OC.O (TFA anisole water), Fmoc-Arg(Pbf)-[4-(4-N-ethyl)methyl-3-methoxyphenoxy]butyryl, N1([C@H](C(=O)O)CCC1)C(=O)OCC1C2=CC=CC=C2C2=CC=CC=C12 (Fmoc-Pro), peptide. Run at time 50 minute. Reaction SMILES: [N:1]1(C(OCC2C3C(=CC=CC=3)C3C2=CC=CC=3)=O)[CH2:8][CH2:7]C[C@H]1C(O)=O.[CH2:26]([NH-:28])C.[NH:29]([C:59]([O:61]CC1C2C(=CC=CC=2)C2C1=CC=CC=2)=O)[C@H:30]([C:56]([OH:58])=O)[CH2:31][CH2:32][CH2:33][NH:34][C:35](=[NH:55])[NH:36]S(C1C(C)=C(C)C2OC(C)(C)CCC=2C=1C)(=O)=O.[C:76]([OH:82])([C:78]([F:81])([F:80])[F:79])=[O:77].[C:83]1(OC)[CH:88]=[CH:87][CH:86]=CC=1.O>>[NH:28]([C:76]([CH3:78])=[O:77])[C@H:26]([C:59]([NH:29][C@H:30]([C:56]([NH:1][CH2:8][CH3:7])=[O:58])[CH2:31][CH2:32][CH2:33][NH:34][C:35](=[NH:55])[NH2:36])=[O:61])[C@H:88]([CH2:87][CH3:86])[CH3:83].[F:79][C:78]([F:81])([F:80])[C:76]([O-:82])=[O:77] |f:3.4.5|.